Dataset: the Open Reaction Database (ORD), a public repository of structured organic reaction records. Task: describe an organic reaction: reactants, conditions, products, and yield The reactants are FC=1C(=NC(=NC1)C1=NN(C2=NC=C(C=C21)F)C(C2=CC=CC=C2)(C2=CC=CC=C2)C2=CC=CC=C2)N[C@@H]2C[C@@H](CCC2)NC(=O)N2CCCC2 (N-[(1R,3S)-3-[[5-fluoro-2-(5-fluoro-1-trityl-pyrazolo[3,4-b]pyridin-3-yl)pyrimidin-4-yl]amino]cyclohexyl]pyrrolidine-1-carboxamide), C(C)[SiH](CC)CC (triethylsilane), C(=O)(O)[O-].[Na+] (NaHCO3), FC(C(=O)O)(F)F (trifluoroacetic acid). Run in ClCCl (dichloromethane), C(Cl)Cl (CH2Cl2). Run at time 1 hour. The product is FC=1C(=NC(=NC1)C1=NNC2=NC=C(C=C21)F)N[C@@H]2C[C@@H](CCC2)NC(=O)C2CCCC2 (N-((1R,3S)-3-(5-fluoro-2-(5-fluoro-1H-pyrazolo[3,4-b]pyridin-3-yl)pyrimidin-4-ylamino)cyclohexyl)cyclopentanecarboxamide). RXN SMILES: [F:1][C:2]1[C:3]([NH:37][C@H:38]2[CH2:43][CH2:42][CH2:41][C@@H:40]([NH:44][C:45](N3CCCC3)=[O:46])[CH2:39]2)=[N:4][C:5]([C:8]2[C:16]3[C:11](=[N:12][CH:13]=[C:14]([F:17])[CH:15]=3)[N:10](C(C3C=CC=CC=3)(C3C=CC=CC=3)C3C=CC=CC=3)[N:9]=2)=[N:6][CH:7]=1.C([SiH]([CH2:57][CH3:58])CC)C.F[C:60](F)(F)[C:61](O)=O.[C:66]([O-])(O)=O.[Na+]>ClCCl>[F:1][C:2]1[C:3]([NH:37][C@H:38]2[CH2:43][CH2:42][CH2:41][C@@H:40]([NH:44][C:45]([CH:58]3[CH2:57][CH2:61][CH2:60][CH2:66]3)=[O:46])[CH2:39]2)=[N:4][C:5]([C:8]2[C:16]3[C:11](=[N:12][CH:13]=[C:14]([F:17])[CH:15]=3)[NH:10][N:9]=2)=[N:6][CH:7]=1 |f:3.4|. Procedure: To a solution of N-[(1R,3S)-3-[[5-fluoro-2-(5-fluoro-1-trityl-pyrazolo[3,4-b]pyridin-3-yl)pyrimidin-4-yl]amino]cyclohexyl]pyrrolidine-1-carboxamide, 22, (0.100 g, 0.146 mmol) in dichloromethane (5 mL) was added triethylsilane (0.350 mL, 2.190 mmol) followed by trifluoroacetic acid (0.337 mL, 4.380 mmol). The reaction mixture was stirred at room temperature for 1 h. The reaction mixture was diluted into 30 ml CH2Cl2 and aqueous saturated NaHCO3 solution. The organic phase was washed with brine, d... Procedure details: To a solution of (1RS,2SR)-2-amino-1-(4-fluorophenyl)-3-(3-(trifluoromethyl)phenyl)-1-propanol (450 mg, 1.44 mmol) in acetonitrile (30 ml) were added 4-phenyl-n-butyric acid (236 mg, 1.44 mmol), 1-ethyl-3-(3-dimethylaminopropyl)carbodiimide hydrochloride (358 mg, 1.87 mmol) and 1-hydroxy-1H-benzotriazole (220 mg, 1.44 mmol) and the mixture was stirred overnight at room temperature. The reaction solution was diluted with water (100 ml) and extracted with ethyl acetate (100 ml×2). The extract was ... The solvent is O (water), C(C)#N (acetonitrile). Reaction conditions: time 8 hour. Isolated yield 65.3%. RXN SMILES: [NH2:1][CH:2]([CH2:12][C:13]1[CH:18]=[CH:17][CH:16]=[C:15]([C:19]([F:22])([F:21])[F:20])[CH:14]=1)[CH:3]([C:5]1[CH:10]=[CH:9][C:8]([F:11])=[CH:7][CH:6]=1)[OH:4].[C:23]1([CH2:29][CH2:30][CH2:31][C:32](O)=[O:33])[CH:28]=[CH:27][CH:26]=[CH:25][CH:24]=1.Cl.C(N=C=NCCCN(C)C)C.ON1C2C=CC=CC=2N=N1>C(#N)C.O>[F:11][C:8]1[CH:7]=[CH:6][C:5]([CH:3]([OH:4])[CH:2]([NH:1][C:32](=[O:33])[CH2:31][CH2:30][CH2:29][C:23]2[CH:28]=[CH:27][CH:26]=[CH:25][CH:24]=2)[CH2:12][C:13]2[CH:18]=[CH:17][CH:16]=[C:15]([C:19]([F:22])([F:20])[F:21])[CH:14]=2)=[CH:10][CH:9]=1 |f:2.3|. The product is FC1=CC=C(C=C1)C(C(CC1=CC(=CC=C1)C(F)(F)F)NC(CCCC1=CC=CC=C1)=O)O (N-((1RS,2SR)-2-(4-fluorophenyl)-2-hydroxy-1-((3-(trifluoromethyl)phenyl)methyl)ethyl)-4-phenylbutyramide). Reactants: NC(C(O)C1=CC=C(C=C1)F)CC1=CC(=CC=C1)C(F)(F)F ((1RS,2SR)-2-amino-1-(4-fluorophenyl)-3-(3-(trifluoromethyl)phenyl)-1-propanol), C1(=CC=CC=C1)CCCC(=O)O (4-phenyl-n-butyric acid), Cl.C(C)N=C=NCCCN(C)C (1-ethyl-3-(3-dimethylaminopropyl)carbodiimide hydrochloride), ON1N=NC2=C1C=CC=C2 (1-hydroxy-1H-benzotriazole). Reactants: CC1=C(C(=O)NC2=CC=C(C=C2)C2=C(CC[C@@H](C2)C(=C)C)C)C=CN=C1 (3-Methyl-N-[4-(2-methyl-5(S)-isopropenyl-cyclohex-1-enyl)-phenyl]-isonicotinamide), C(C)(C)O (isopropylalcohol), O (water), N-morpholine oxide. The reagents and catalysts are O=[Os](=O)(=O)=O (OsO4). Reaction conditions: time 18 hour. The product is OC[C@](C)(O)[C@H]1CCC(=C(C1)C1=CC=C(C=C1)NC(C1=C(C=NC=C1)C)=O)C (N-(4-((S)-5-((R)-1,2-dihydroxypropan-2-yl)-2-methylcyclohex-1-enyl)phenyl)-3-methylisonicotinamide). Reaction SMILES: [CH3:1][C:2]1[CH:26]=[N:25][CH:24]=[CH:23][C:3]=1[C:4]([NH:6][C:7]1[CH:12]=[CH:11][C:10]([C:13]2[CH2:18][C@@H:17](C(C)=C)[CH2:16][CH2:15][C:14]=2[CH3:22])=[CH:9][CH:8]=1)=[O:5].[CH:27]([OH:30])([CH3:29])[CH3:28].[OH2:31]>O=[Os](=O)(=O)=O>[OH:31][CH2:28][C@@:27]([C@@H:17]1[CH2:18][C:13]([C:10]2[CH:11]=[CH:12][C:7]([NH:6][C:4](=[O:5])[C:3]3[CH:23]=[CH:24][N:25]=[CH:26][C:2]=3[CH3:1])=[CH:8][CH:9]=2)=[C:14]([CH3:22])[CH2:15][CH2:16]1)([OH:30])[CH3:29]. Reported procedure: A solution of Compound 3 (133 mg, 0.383 mmol) in 2:1 isopropylalcohol and water was stirred at room temperature. N-morpholine oxide (40 mg, 1 eq.) was added followed by a solution of OsO4 (3 mol %). The reaction was stirred for 18 hours, quenched with water and extracted with methylene chloride. RXN SMILES: [Cl:1][CH2:2][CH2:3][N:4]=[C:5]=[S:6].[CH:7]1([CH:10]([NH2:14])[CH:11]2[CH2:13][CH2:12]2)[CH2:9][CH2:8]1>O1CCCC1>[CH:7]1([CH:10]([NH:14][C:5]([NH:4][CH2:3][CH2:2][Cl:1])=[S:6])[CH:11]2[CH2:13][CH2:12]2)[CH2:9][CH2:8]1. The solvent is O1CCCC1 (tetrahydrofuran), O1CCCC1 (tetrahydrofuran). Procedure: 9.2 g of β-chloroethyl isothiocyanate dissolved in 20 ml tetrahydrofuran are added dropwise to a solution of 9 g of dicyclopropylmethylamine in 70 ml tetrahydrofuran. The reaction mixture is kept at a temperature of from 0° to +5° C. during the addition, then maintained at room temperature for 2 hours. The solvent is evaporated to dryness and the residue, consisting essentially of N-(1,1-dicyclopropylmethyl) N'-(β-chloroethyl) thiourea, is recovered and used without any further purification for ... Starting materials: ClCCN=C=S (β-chloroethyl isothiocyanate), C1(CC1)C(C1CC1)N (dicyclopropylmethylamine). Product: C1(CC1)C(C1CC1)NC(=S)NCCCl (N-(1,1 dicyclopropylmethyl) N'-(β-chloroethyl) thiourea). Reactants: ClC=1C=C(OC2CN(C2)C(=O)Cl)C=CC1Cl (3-(3,4-dichlorophenoxy)-1-azetidinecarbonyl chloride), C(=CC)N (propenylamine). Solvent: ice water, O1CCCC1 (tetrahydrofuran). Run at time 18 hour. Yields the product ClC=1C=C(OC2CN(C2)C(=O)NCC=C)C=CC1Cl (3-(3,4-Dichlorophenoxy)-N-(2-propenyl)-1-azetidinecarboxamide). Yield: 65.6%. RXN SMILES: [Cl:1][C:2]1[CH:3]=[C:4]([CH:13]=[CH:14][C:15]=1[Cl:16])[O:5][CH:6]1[CH2:9][N:8]([C:10](Cl)=[O:11])[CH2:7]1.[CH:17]([NH2:20])=[CH:18][CH3:19]>O1CCCC1>[Cl:1][C:2]1[CH:3]=[C:4]([CH:13]=[CH:14][C:15]=1[Cl:16])[O:5][CH:6]1[CH2:9][N:8]([C:10]([NH:20][CH2:17][CH:18]=[CH2:19])=[O:11])[CH2:7]1. Procedure details: A stirred solution of 5.6 g (0.02 mole) of 3-(3,4-dichlorophenoxy)-1-azetidinecarbonyl chloride in 20 ml of tetrahydrofuran was treated with 3.0 g (0.04 mole) of propenylamine, and stirring was continued for 18 hr. The reaction mixture was diluted with 200 ml of ice water, and the solid which formed was collected by filtration, yielding 7.1 g of crude wet product. Recrystallization from benzene/ligroin yielded 3.95 g (65.6%) of white crystals, m.p. 98°-99° C.